Dataset: the Open Reaction Database (ORD), a public repository of structured organic reaction records. Task: describe an organic reaction: reactants, conditions, products, and yield Reactants: Fc1cc(Br)ccc1CBr, O=C([O-])[O-], CN(C)C=O, CCOC(C)=O, [Cs+], [Cs+], c1cn[nH]c1. Product: Fc1cc(Br)ccc1Cn1cccn1. As a reaction SMILES: [Br:1][c:2]1[cH:3][c:4]([F:10])[c:5]([CH2:8][Br:9])[cH:6][cH:7]1.[C:16](=[O:17])([O-:18])[O-:19].[CH3:22][N:23]([CH3:24])[CH:25]=[O:26].[CH3:27][CH2:28][O:29][C:30]([CH3:31])=[O:32].[Cs+:20].[Cs+:21].[nH:11]1[n:12][cH:13][cH:14][cH:15]1>>[Br:1][c:2]1[cH:3][c:4]([F:10])[c:5]([CH2:8][n:11]2[n:12][cH:13][cH:14][cH:15]2)[cH:6][cH:7]1. Starting materials: [H-].[Na+] (NaH), [N+](=O)([O-])C1=CC=C(C=C1)CC#N ((4-nitro-phenyl)-acetonitrile), BrCCS(=O)(=O)CCBr (1-bromo-2-(2-bromoethanesulfonyl)-ethane). Solvent: CS(=O)C (DMSO), C1CCOC1 (THF), C1CCOC1 (THF). Reaction conditions: time 3 minute. The product is 20-g, [N+](=O)([O-])C1=CC=C(C=C1)C1(CCS(CC1)(=O)=O)C#N (4-(4-Nitro-phenyl)-1,1-dioxo-hexahydro-1λ6-thiopyran-4-carbonitrile). Isolated yield 98.3%. RXN SMILES: [H-].[Na+].[N+:3]([C:6]1[CH:11]=[CH:10][C:9]([CH2:12][C:13]#[N:14])=[CH:8][CH:7]=1)([O-:5])=[O:4].Br[CH2:16][CH2:17][S:18]([CH2:21][CH2:22]Br)(=[O:20])=[O:19]>CS(C)=O.C1COCC1>[N+:3]([C:6]1[CH:7]=[CH:8][C:9]([C:12]2([C:13]#[N:14])[CH2:22][CH2:21][S:18](=[O:20])(=[O:19])[CH2:17][CH2:16]2)=[CH:10][CH:11]=1)([O-:5])=[O:4] |f:0.1|. Procedure details: A slurry of NaH (71.4 mg, 1.79 mmol, 60% dispersion) in DMSO (3 mL) and THF (1 mL) was treated with solid (4-nitro-phenyl)-acetonitrile (121 mg, 0.744 mmol) and stirred at RT for 3 min. A solution of 1-bromo-2-(2-bromoethanesulfonyl)-ethane (250 mg, 0.893 mmol) in THF (3 mL) was added, and the mixture was heated to 70° C. for 1.5 h. The mixture was partitioned between EtOAc (100 mL) and water (75 mL), and brine (25 mL) was added. The aqueous layer was extracted with EtOAc (1×50 mL). The combined... Starting materials: O=C([O-])[O-], O=C(CCCCCCCBr)NOCc1ccccc1, [K+], [K+], CN(C)C=O, Oc1cccc2[nH]c3ccccc3c12. Yields the product O=C(CCCCCCCOc1cccc2[nH]c3ccccc3c12)NOCc1ccccc1. As a reaction SMILES: [C:34](=[O:35])([O-:36])[O-:37].[CH2:1]([c:2]1[cH:3][cH:4][cH:5][cH:6][cH:7]1)[O:8][NH:9][C:10]([CH2:11][CH2:12][CH2:13][CH2:14][CH2:15][CH2:16][CH2:17][Br:18])=[O:19].[K+:38].[K+:39].[O:40]=[CH:41][N:42]([CH3:43])[CH3:44].[OH:20][c:21]1[cH:22][cH:23][cH:24][c:25]2[nH:26][c:27]3[cH:28][cH:29][cH:30][cH:31][c:32]3[c:33]12>>[CH2:1]([c:2]1[cH:3][cH:4][cH:5][cH:6][cH:7]1)[O:8][NH:9][C:10]([CH2:11][CH2:12][CH2:13][CH2:14][CH2:15][CH2:16][CH2:17][O:20][c:21]1[cH:22][cH:23][cH:24][c:25]2[nH:26][c:27]3[cH:28][cH:29][cH:30][cH:31][c:32]3[c:33]12)=[O:19]. Starting materials: Cc1cccc(-c2nc(C)c(C=O)[nH]2)c1, Cc1nc(-c2ccccc2)[nH]c1C=O, Cc1[nH]c(-c2ccccc2)nc1CN1CCC(Nc2nc3ccccc3o2)CC1. Yields the product Cc1cccc(-c2nc(CN3CCC(Nc4nc5ccccc5o4)CC3)c(C)[nH]2)c1. RXN SMILES: [CH3:30][c:31]1[n:32][c:33](-[c:34]2[cH:35][c:36]([CH3:37])[cH:38][cH:39][cH:40]2)[nH:41][c:42]1[CH:43]=[O:44].[CH3:45][c:46]1[n:47][c:48](-[c:49]2[cH:50][cH:51][cH:52][cH:53][cH:54]2)[nH:55][c:56]1[CH:57]=[O:58].[o:1]1[c:2]([NH:10][CH:11]2[CH2:12][CH2:13][N:14]([CH2:17][c:18]3[n:19][c:20](-[c:24]4[cH:25][cH:26][cH:27][cH:28][cH:29]4)[nH:21][c:22]3[CH3:23])[CH2:15][CH2:16]2)[n:3][c:4]2[c:5]1[cH:6][cH:7][cH:8][cH:9]2>>[o:1]1[c:2]([NH:10][CH:11]2[CH2:12][CH2:13][N:14]([CH2:17][c:18]3[n:19][c:20](-[c:24]4[cH:25][cH:26][cH:27][c:28]([CH3:30])[cH:29]4)[nH:21][c:22]3[CH3:23])[CH2:15][CH2:16]2)[n:3][c:4]2[c:5]1[cH:6][cH:7][cH:8][cH:9]2. The reactants are ClC1=C(N)C(=CC(=C1)[N+](=O)[O-])C (2-chloro-6-methyl-4-nitroaniline), N(=O)[O-].[Na+] (sodium nitrite), crude mixture, product. The solvent is C(C)(=O)O (acetic acid), O (water). Reaction conditions: time 8 hour. Product: ClC=1C=C(C=C2C=NNC12)[N+](=O)[O-] (7-Chloro-5-nitro-1H-indazole). Reaction SMILES: [Cl:1][C:2]1[CH:8]=[C:7]([N+:9]([O-:11])=[O:10])[CH:6]=[C:5]([CH3:12])[C:3]=1[NH2:4].[N:13]([O-])=O.[Na+]>C(O)(=O)C.O>[Cl:1][C:2]1[CH:8]=[C:7]([N+:9]([O-:11])=[O:10])[CH:6]=[C:5]2[C:3]=1[NH:4][N:13]=[CH:12]2 |f:1.2|. Reported procedure: To a solution of 2-chloro-6-methyl-4-nitroaniline (5.49 g, 29.4 mmole) in acetic acid (150 mL) was added sodium nitrite (2.03 g, 29.4 mmole) pre-dissolved in water (5 mL). The resulting brown slurry was stirred overnight at room temperature, then at 60° C. for a further 4 hours. The bulk of the solvent was removed by evaporation in-vacuo and the resulting black residue re-dissolved in EtOAc (100 mL) and washed in brine (2×70 mL). The organic layer was dried (MgSO4), filtered and concentrated to ... Yields the product O=C1CC(c2ccc(Cl)cc2)CN1. Reaction SMILES: [CH:19]([N:20]([CH:21]([CH3:22])[CH3:23])[CH2:24][CH3:25])([CH3:26])[CH3:27].[Cl:28][CH2:29][Cl:30].[NH2:1][CH2:2][CH:3]([CH2:4][C:5]([OH:6])=[O:7])[c:8]1[cH:9][cH:10][c:11]([Cl:12])[cH:13][cH:14]1.[S:15]([Cl:16])([Cl:17])=[O:18]>>[NH:1]1[CH2:2][CH:3]([c:8]2[cH:9][cH:10][c:11]([Cl:12])[cH:13][cH:14]2)[CH2:4][C:5]1=[O:6]. The reactants are CCN(C(C)C)C(C)C, ClCCl, NCC(CC(=O)O)c1ccc(Cl)cc1, O=S(Cl)Cl.